From a dataset of the Open Reaction Database (ORD), a public repository of structured organic reaction records. describe an organic reaction: reactants, conditions, products, and yield Reactants: CCOC(=O)C(C)Br, O=C([O-])[O-], CS(C)=O, Cl, [K+], [K+], O, COc1cccc(C=O)c1O. The product is CCOC(=O)C(C)Oc1c(C=O)cccc1OC. Reaction SMILES: [Br:12][CH:13]([C:14](=[O:15])[O:16][CH2:17][CH3:18])[CH3:19].[C:20](=[O:21])([O-:22])[O-:23].[CH3:27][S:28]([CH3:29])=[O:30].[ClH:26].[K+:24].[K+:25].[OH2:31].[OH:1][c:2]1[c:3]([CH:4]=[O:5])[cH:6][cH:7][cH:8][c:9]1[O:10][CH3:11]>>[O:1]([c:2]1[c:3]([CH:4]=[O:5])[cH:6][cH:7][cH:8][c:9]1[O:10][CH3:11])[CH:13]([C:14](=[O:15])[O:16][CH2:17][CH3:18])[CH3:19]. The reactants are ON1[C@H](C(=O)O)CCC1 (hydroxy-L-proline), CC=1C=CC(=CC1)S(=O)(=O)NCl (chloramine T), B(O)(O)O (boric acid), [Cl-].[K+] (KCl), CN(C1=CC=C(C=O)C=C1)C (p-dimethylaminobenzaldehyde), S(O)(O)(=O)=O (sulfuric acid), [OH-].[K+] (potassium hydroxide). The solvent is O (water), COCCO (2-methoxyethanol), O (water), C(C)O (ethanol), C(C)O (ethanol). Product: B(O)(O)O (boric acid), CC=1C=CC(=CC1)S(=O)(=O)NCl (chloramine T), CN(C1=CC=C(C=O)C=C1)C (p-dimethylaminobenzaldehyde), N1[C@H](C(=O)O)C[C@@H](O)C1 (hydroxyproline). Reaction SMILES: [B:1]([OH:4])([OH:3])[OH:2].[Cl-].[K+].[OH-].[K+].[CH3:9][C:10]1[CH:11]=[CH:12][C:13]([S:16]([NH:19][Cl:20])(=[O:18])=[O:17])=[CH:14][CH:15]=1.[CH3:21][N:22]([CH3:31])[C:23]1[CH:30]=[CH:29][C:26]([CH:27]=[O:28])=[CH:25][CH:24]=1.S(=O)(=O)(O)[OH:33].O[N:38]1[CH2:45][CH2:44][CH2:43][C@H:39]1[C:40]([OH:42])=[O:41]>O.COCCO.C(O)C>[B:1]([OH:4])([OH:3])[OH:2].[CH3:9][C:10]1[CH:15]=[CH:14][C:13]([S:16]([NH:19][Cl:20])(=[O:18])=[O:17])=[CH:12][CH:11]=1.[CH3:21][N:22]([CH3:31])[C:23]1[CH:30]=[CH:29][C:26]([CH:27]=[O:28])=[CH:25][CH:24]=1.[NH:38]1[CH2:45][C@H:44]([OH:33])[CH2:43][C@H:39]1[C:40]([OH:42])=[O:41] |f:1.2,3.4|. Procedure details: A boric acid buffer was prepared by dissolving 6.18 g of boric acid and 22.5 g of KCl in distilled water, adjusting at pH 8.7 with potassium hydroxide and making the total volume 100 ml. A chloramine T solution was prepared by dissolving 1.41 g of chloramine T (NACALAITESQUE, Catalog No.080-05) in 25 ml of 2-methoxyethanol (NACALAITESQUE, Catalog No.153-10). A p-dimethylaminobenzaldehyde solution was prepared by dissolving 12 g of p-dimethylaminobenzaldehyde (NACALAITESQUE, Catalog No.128-16) in... Isolated yield 79.0%. RXN SMILES: [N+:1]([C:4]1[CH:9]=[CH:8][C:7]([SH:10])=[CH:6][CH:5]=1)([O-:3])=[O:2].[C:11]([O:14][C@@H:15]1[C@@H:20]([O:21][C:22](=[O:24])[CH3:23])[C@H:19]([O:25][C:26](=[O:28])[CH3:27])[CH2:18][S:17][C@@H:16]1Br)(=[O:13])[CH3:12]>[O-2].[Zn+2]>[C:11]([O:14][C@@H:15]1[C@@H:20]([O:21][C:22](=[O:24])[CH3:23])[C@H:19]([O:25][C:26](=[O:28])[CH3:27])[CH2:18][S:17][C@H:16]1[S:10][C:7]1[CH:8]=[CH:9][C:4]([N+:1]([O-:3])=[O:2])=[CH:5][CH:6]=1)(=[O:13])[CH3:12] |f:2.3|. The reagents and catalysts are [O-2].[Zn+2] (zinc oxide). Product: C(C)(=O)O[C@H]1[C@H](SC2=CC=C(C=C2)[N+](=O)[O-])SC[C@H]([C@@H]1OC(C)=O)OC(C)=O (4-nitrophenyl 2,3,4-tri-O-acetyl-1,5-dithio-β-D-xylopyranoside). Reported procedure: If the procedure described in Preparation IV is followed starting from 6 g (38.10-3 mol) of 4-nitrobenzenethiol, 15.1 g (42.10-3 mol) of 2,3,4-tri-O-acetyl-5-thio-α-D-xylopyranosyl bromide and 3.2 g (39.10-3 mol) of zinc oxide (ZnO), 13 g (yield: 79%) of the expected product are obtained after precipitation in ether. The reactants are IV, [N+](=O)([O-])C1=CC=C(C=C1)S (4-nitrobenzenethiol), C(C)(=O)O[C@H]1[C@H](SC[C@H]([C@@H]1OC(C)=O)OC(C)=O)Br (2,3,4-tri-O-acetyl-5-thio-α-D-xylopyranosyl bromide).